describe an organic reaction: reactants, conditions, products, and yield From a dataset of the Open Reaction Database (ORD), a public repository of structured organic reaction records. The reactants are FC1=C(C=CC=C1)C1(C2=CC=CC=C2C=2C=CC=CC12)O (9-(2-fluorophenyl)-9H-fluoren-9-ol), COC([C@@H](NC(=O)OCC1C2=CC=CC=C2C=2C=CC=CC12)[C@H](O)C)=O (Nα -(9-fluorenylmethoxycarbonyl)-L-threonine methyl ester). The product is FC1=C(C=CC=C1)C1(C2=CC=CC=C2C=2C=CC=CC12)O[C@@H]([C@H](N)C(=O)O)C (O-[9-(2-Fluorophenyl)-9H-fluoren-9-yl]-L-threonine). Reaction SMILES: [F:1][C:2]1[CH:7]=[CH:6][CH:5]=[CH:4][C:3]=1[C:8]1([OH:21])[C:20]2[CH:19]=[CH:18][CH:17]=[CH:16][C:15]=2[C:14]2[C:9]1=[CH:10][CH:11]=[CH:12][CH:13]=2.C[O:23][C:24](=[O:47])[C@H:25]([C@@H:44]([CH3:46])O)[NH:26]C(OCC1C2C=CC=CC=2C2C1=CC=CC=2)=O>>[F:1][C:2]1[CH:7]=[CH:6][CH:5]=[CH:4][C:3]=1[C:8]1([O:21][C@H:44]([CH3:46])[C@@H:25]([C:24]([OH:47])=[O:23])[NH2:26])[C:9]2[CH:10]=[CH:11][CH:12]=[CH:13][C:14]=2[C:15]2[C:20]1=[CH:19][CH:18]=[CH:17][CH:16]=2. Procedure details: from 9-(2-fluorophenyl)-9H-fluoren-9-ol (Example 3c) and Nα -(9-fluorenylmethoxycarbonyl)-L-threonine methyl ester; The reactants are CC1=CC(=C(O1)C1=CC=CC=C1)C(=O)OCC (ethyl 5-methyl-2-phenyl-3-furoate). Run in [OH-].[Na+] (sodium hydroxide), C(C)O (ethanol). The product is CC1=CC(=C(O1)C1=CC=CC=C1)C(=O)O (5-methyl-2-phenyl-3-furoic acid). Reaction SMILES: [CH3:1][C:2]1[O:6][C:5]([C:7]2[CH:12]=[CH:11][CH:10]=[CH:9][CH:8]=2)=[C:4]([C:13]([O:15]CC)=[O:14])[CH:3]=1>[OH-].[Na+].C(O)C>[CH3:1][C:2]1[O:6][C:5]([C:7]2[CH:12]=[CH:11][CH:10]=[CH:9][CH:8]=2)=[C:4]([C:13]([OH:15])=[O:14])[CH:3]=1 |f:1.2|. Procedure details: Saponification of 0.5 g of the ester was accomplished by refluxing 12 hours in 10 ml of 25% aqueous sodium hydroxide and 5 ml of ethanol. Acidification precipitated the crude acid, which was recrystallized from water-ethanol to give 5-methyl-2-phenyl-3-furoic acid, mp 146°-147.5° C. The reactants are BrC=1C=NC=2NC=CC2C1. Reagents/catalysts: N=1C=C(C(=C2C=CC3=C(N=CC(=C3C)C)C12)C)C, O1B(OC(C)(C)C1(C)C)B2OC(C)(C)C(O2)(C)C, C[OH2+].C[OH2+].C1CC=CCCC=C1.C1CC=CCCC=C1.[Ir].[Ir]. The solvent is O1CCCC1. Run at temperature 80 celsius, time 24 hour. The product is BrC=1C=NC=2NC=C(B3OC(C)(C)C(O3)(C)C)C2C1. Isolated yield 65.0%. Reactants: C[C@@H]1CN(C[C@@H](O1)CCC)C1=C(C=O)C=C(C=C1)[N+](=O)[O-] (2-(cis-2-methyl-6-propylmorpholin-4-yl)-5-nitrobenzaldehyde), N1C(=O)NC(=O)CC1=O (barbituric acid). Solvent: CO (MeOH). Run at temperature 80 celsius. Yields the product C[C@@H]1O[C@@H](CN2[C@H]1C1(C(NC(NC1=O)=O)=O)CC1=CC(=CC=C21)[N+](=O)[O-])CCC (rel-(2R,4S,4aS)-1,2,4,4a-tetrahydro-4-methyl-8-nitro-2-propylspiro[[1,4]oxazino[4,3-a]quinoline-5(6H),5′(2′H)-pyrimidine]-2′,4′,6′(1′H,3′H)-trione). Reaction SMILES: [CH3:1][C@H:2]1[O:7][C@@H:6]([CH2:8][CH2:9][CH3:10])[CH2:5][N:4]([C:11]2[CH:18]=[CH:17][C:16]([N+:19]([O-:21])=[O:20])=[CH:15][C:12]=2[CH:13]=O)[CH2:3]1.[NH:22]1[C:29](=[O:30])[CH2:28][C:26](=[O:27])[NH:25][C:23]1=[O:24]>CO>[CH3:1][C@H:2]1[C@@H:3]2[C:28]3([CH2:13][C:12]4[C:11]([N:4]2[CH2:5][C@@H:6]([CH2:8][CH2:9][CH3:10])[O:7]1)=[CH:18][CH:17]=[C:16]([N+:19]([O-:21])=[O:20])[CH:15]=4)[C:26](=[O:27])[NH:25][C:23](=[O:24])[NH:22][C:29]3=[O:30]. Procedure: 2-(cis-2-methyl-6-propylmorpholin-4-yl)-5-nitrobenzaldehyde (446 mg, 1.53 mol) is combined with barbituric acid (217 mg, 1.53 mmol, Aldrich) in a vial with MeOH (6 mL). The sealed reaction is heated to 80° C. on a shaker block for 19 hours and then the solvent is removed by rotary evaporation. The product is purified 2× on a Biotage Flash 75M using 10% MTBE in CH2Cl2 eluent. The product is dried under vacuum at 100° C. yielding a yellow-orange solid. 1H NMR (400 MHz, ACETONITRILE-D3) δ ppm 0.95,... Starting materials: COC1=C(C(=O)O)C=CC(=C1)OC (2,4-dimethoxybenzoic acid), S(=O)(Cl)Cl (thionyl chloride), C(C)NCC (diethylamine). Run at temperature 0 celsius. Product: COC1=C(C(=O)N(CC)CC)C=CC(=C1)OC (2,4-dimethoxy-N,N-diethylbenzamide). Yield: 69.9%. Reaction SMILES: [CH3:1][O:2][C:3]1[CH:11]=[C:10]([O:12][CH3:13])[CH:9]=[CH:8][C:4]=1[C:5]([OH:7])=O.S(Cl)(Cl)=O.[CH2:18]([NH:20][CH2:21][CH3:22])[CH3:19]>>[CH3:1][O:2][C:3]1[CH:11]=[C:10]([O:12][CH3:13])[CH:9]=[CH:8][C:4]=1[C:5]([N:20]([CH2:21][CH3:22])[CH2:18][CH3:19])=[O:7]. Reported procedure: A solution of 50.0 g (0.27 mol) of 2,4-dimethoxybenzoic acid in 60 ml (98.0 g, 0.82 mol) of thionyl chloride was heated under reflux for three hours, then cooled, and the excess thionyl chloride distilled off. The resulting 2,4-dimethoxybenzoyl chloride was dissolved in 150 ml of MDC and the solution treated with a solution of 68 ml (48 g, 0.66 mol) of diethylamine in 500 ml of MDC, cooled to 0° C. When addition was complete the mixture was stirred for fifteen hours at ambient temperature, then ... Reactants: CC(=O)[O-], CC(=O)CC(C)=O, CCO, Nc1ccccc1OC(F)(F)F, [K+], O=N[O-], [Na+], O, O=[N+]([O-])O, O=P(O)(O)O. Yields the product CC(=O)C(=NNc1ccccc1OC(F)(F)F)C(C)=O. Reaction SMILES: [CH3:27][C:28](=[O:29])[O-:30].[CH3:31][C:32](=[O:33])[CH2:34][C:35]([CH3:36])=[O:37].[CH3:39][CH2:40][OH:41].[F:1][C:2]([O:3][c:4]1[c:5]([NH2:6])[cH:7][cH:8][cH:9][cH:10]1)([F:11])[F:12].[K+:26].[N:22]([O-:23])=[O:24].[Na+:25].[OH2:38].[OH:18][N+:19](=[O:20])[O-:21].[P:13](=[O:14])([OH:15])([OH:16])[OH:17]>>[F:1][C:2]([O:3][c:4]1[c:5]([NH:6][N:22]=[C:34]([C:32]([CH3:31])=[O:33])[C:35]([CH3:36])=[O:37])[cH:7][cH:8][cH:9][cH:10]1)([F:11])[F:12]. The reactants are CC(=O)OCC1OC(c2ccc(Cl)c(Cc3ccc(O)c(N)c3)c2)C(OC(C)=O)C(OC(C)=O)C1OC(C)=O, O=C([O-])[O-], CC#N, C=C(Cl)C#N, [K+], [K+]. Product: CC(=O)OCC1OC(c2ccc(Cl)c(Cc3ccc4c(c3)NCC(C#N)O4)c2)C(OC(C)=O)C(OC(C)=O)C1OC(C)=O. As a reaction SMILES: [C:1]([CH3:2])(=[O:3])[O:4][CH:5]1[CH:6]([CH2:35][O:36][C:37]([CH3:38])=[O:39])[O:7][CH:8]([c:19]2[cH:20][c:21]([CH2:26][c:27]3[cH:28][c:29]([NH2:34])[c:30]([OH:33])[cH:31][cH:32]3)[c:22]([Cl:25])[cH:23][cH:24]2)[CH:9]([O:15][C:16]([CH3:17])=[O:18])[CH:10]1[O:11][C:12]([CH3:13])=[O:14].[C:45](=[O:46])([O-:47])[O-:48].[CH3:51][C:52]#[N:53].[Cl:40][C:41]([C:42]#[N:43])=[CH2:44].[K+:49].[K+:50]>>[C:1]([CH3:2])(=[O:3])[O:4][CH:5]1[CH:6]([CH2:35][O:36][C:37]([CH3:38])=[O:39])[O:7][CH:8]([c:19]2[cH:20][c:21]([CH2:26][c:27]3[cH:28][c:29]4[c:30]([cH:31][cH:32]3)[O:33][CH:41]([C:42]#[N:43])[CH2:44][NH:34]4)[c:22]([Cl:25])[cH:23][cH:24]2)[CH:9]([O:15][C:16]([CH3:17])=[O:18])[CH:10]1[O:11][C:12]([CH3:13])=[O:14]. Reaction SMILES: [F:1][C:2]1[CH:7]=[CH:6][C:5]([CH2:8][CH2:9][CH2:10][N:11]2[CH2:20][CH2:19][C:18]3[C:13](=[CH:14][CH:15]=[C:16]([O:21][CH2:22][CH2:23][NH:24][OH:25])[CH:17]=3)[C:12]2=[O:26])=[CH:4][CH:3]=1.[C:27](Cl)(=[O:29])[CH3:28].[O:31]1CC[CH2:33][CH2:32]1>C(OCC)(=O)C>[F:1][C:2]1[CH:3]=[CH:4][C:5]([CH2:8][CH2:9][CH2:10][N:11]2[CH2:20][CH2:19][C:18]3[C:13](=[CH:14][CH:15]=[C:16]([O:21][CH2:22][CH2:23][N:24]([O:25][C:32](=[O:31])[CH3:33])[C:27](=[O:29])[CH3:28])[CH:17]=3)[C:12]2=[O:26])=[CH:6][CH:7]=1. Yields the product FC1=CC=C(C=C1)CCCN1C(C2=CC=C(C=C2CC1)OCCN(C(C)=O)OC(C)=O)=O (2-[3-(4-fluorophenyl)-propyl]-6-[2-(N-acetyloxy-N-acetylamino)ethoxy]-1-oxo-1,2,3,4-tetrahydroisoquinoline). Reactants: FC1=CC=C(C=C1)CCCN1C(C2=CC=C(C=C2CC1)OCCNO)=O (2-[3-(4-fluorophenyl)-propyl]-6-[2-(N-hydroxyamino)-ethoxy]-1-oxo-1,2,3,4-tetrahydroisoquinoline), O1CCCC1 (tetrahydrofuran), C(C)(=O)Cl (Acetyl chloride). Procedure details: A solution of 2-[3-(4-fluorophenyl)-propyl]-6-[2-(N-hydroxyamino)-ethoxy]-1-oxo-1,2,3,4-tetrahydroisoquinoline (900 mg) in 25 ml of tetrahydrofuran is cooled to 0°. Acetyl chloride (0.50 g) is slowly added and the mixture is stirred for one hour at 0°. The mixture is then diluted with ethyl acetate and washed with aqueous 2N HCl, dried (MgSO4) and evaporated to give 2-[3-(4-fluorophenyl)-propyl]-6-[2-(N-acetyloxy-N-acetylamino)ethoxy]-1-oxo-1,2,3,4-tetrahydroisoquinoline. Conditions: time 1 hour. Run in C(C)(=O)OCC (ethyl acetate).